From a dataset of the Open Reaction Database (ORD), a public repository of structured organic reaction records. describe an organic reaction: reactants, conditions, products, and yield Reactants: BrC1=CC(=NC=C1)C (4-bromo-2-methylpyridine), COC1=CC=C(C(=O)OC)C=C1 (methyl 4-methoxybenzoate), solution, C[Si](C)(C)[N-][Si](C)(C)C.[Li+] (lithium bis(trimethylsilyl)amide), [Cl-].[NH4+] (ammonium chloride). The solvent is O1CCCC1 (tetrahydrofuran), C(C)(=O)OCC (ethyl acetate). Conditions: time 3 day. The product is BrC1=CC(=NC=C1)CC(=O)C1=CC=C(C=C1)OC (2-(4-Bromopyridin-2-yl)-1-(4-methoxyphenyl)ethanone), solid. Isolated yield 75.0%. RXN SMILES: [Br:1][C:2]1[CH:7]=[CH:6][N:5]=[C:4]([CH3:8])[CH:3]=1.[CH3:9][O:10][C:11]1[CH:20]=[CH:19][C:14]([C:15](OC)=[O:16])=[CH:13][CH:12]=1.C[Si]([N-][Si](C)(C)C)(C)C.[Li+].[Cl-].[NH4+]>O1CCCC1.C(OCC)(=O)C>[Br:1][C:2]1[CH:7]=[CH:6][N:5]=[C:4]([CH2:8][C:15]([C:14]2[CH:19]=[CH:20][C:11]([O:10][CH3:9])=[CH:12][CH:13]=2)=[O:16])[CH:3]=1 |f:2.3,4.5|. Reported procedure: To a stirred solution of 4-bromo-2-methylpyridine (2.9 g, 16.8 mmol) and methyl 4-methoxybenzoate (2.8 g, 16.8 mmol) in tetrahydrofuran (42 mL) at 0° C. was added dropwise a 1M solution of lithium bis(trimethylsilyl)amide (33.6 mL, 33.6 mmol). The mixture was allowed to warm to room temperature and stirred for 3 days. A saturated solution of ammonium chloride (40 mL) was added and the mixture was diluted with ethyl acetate (50 mL). The separated aqueous layer was then extracted with ethyl acetat... Starting materials: Cc1nc2cc(Cl)ccc2c(=O)n1Cc1ccccc1, C[Si](C)(C)[N-][Si](C)(C)C, CN(C)C(=O)Cl, [Li+], C1CCOC1. Product: CN(C)C(=O)Cc1nc2cc(Cl)ccc2c(=O)n1Cc1ccccc1. As a reaction SMILES: [CH2:1]([c:2]1[cH:3][cH:4][cH:5][cH:6][cH:7]1)[n:8]1[c:9]([CH3:20])[n:10][c:11]2[cH:12][c:13]([Cl:19])[cH:14][cH:15][c:16]2[c:17]1=[O:18].[CH3:21][Si:22]([CH3:23])([CH3:24])[N-:25][Si:26]([CH3:27])([CH3:28])[CH3:29].[CH3:31][N:32]([C:33](=[O:34])[Cl:35])[CH3:36].[Li+:30].[O:37]1[CH2:38][CH2:39][CH2:40][CH2:41]1>>[CH2:1]([c:2]1[cH:3][cH:4][cH:5][cH:6][cH:7]1)[n:8]1[c:9]([CH2:20][C:33]([N:32]([CH3:31])[CH3:36])=[O:34])[n:10][c:11]2[cH:12][c:13]([Cl:19])[cH:14][cH:15][c:16]2[c:17]1=[O:18].